This data is from the Open Reaction Database (ORD), a public repository of structured organic reaction records. The task is: describe an organic reaction: reactants, conditions, products, and yield Reactants: ClC1=CC=C(C=C1)C(O)C=1N(C(=NC1)S)C ((4-Chlorophenyl)-(2-mercapto-3-methyl-3H-imidazol-4-yl)-methanol), C(=O)([O-])[O-].[K+].[K+] (K2CO3), BrCCCCl (1-bromo-3-chloropropane). The solvent is CC(=O)C (acetone), CN(C)C=O (DMF). Conditions: time 16 hour. The product is ClC1=CC=C(C=C1)C(O)C=1N(C(=NC1)SCCCCl)C ((4-Chloro-phenyl)-[2-(3-chloro-propylsulfanyl)-3-methyl-3H-imidazol-4-yl]-methanol). Yield: 68.4%. RXN SMILES: [Cl:1][C:2]1[CH:7]=[CH:6][C:5]([CH:8]([C:10]2[N:11]([CH3:16])[C:12]([SH:15])=[N:13][CH:14]=2)[OH:9])=[CH:4][CH:3]=1.C([O-])([O-])=O.[K+].[K+].Br[CH2:24][CH2:25][CH2:26][Cl:27]>CC(C)=O.CN(C=O)C>[Cl:1][C:2]1[CH:3]=[CH:4][C:5]([CH:8]([C:10]2[N:11]([CH3:16])[C:12]([S:15][CH2:24][CH2:25][CH2:26][Cl:27])=[N:13][CH:14]=2)[OH:9])=[CH:6][CH:7]=1 |f:1.2.3|. Reported procedure: The product of Example I, Step A (0.09 g) in acetone (2 mL) and DMF (2 mL) was treated with K2CO3 (0.2 g) followed by 1-bromo-3-chloropropane (0.11 g). The mixture was allowed to stir at rt for 16 h and was then partitioned between EtOAc (50 mL) and brine (50 mL). The organic layer was separated and washed with brine (2×200 mL), dried over Na2SO4, filtered, and evaporated to give the crude product. The crude product was purified by silica gel chromatography using 2-5% MeOH/CH2Cl2 as the eluent t...